Dataset: the Open Reaction Database (ORD), a public repository of structured organic reaction records. Task: describe an organic reaction: reactants, conditions, products, and yield Yields the product COc1ccc(F)cc1C(C)(C)CC(O)(C=Nc1cccc2ccc(C(N)=O)nc12)C(F)(F)F. Reactants: CC(=O)O, Cc1ccccc1, COc1ccc(F)cc1C(C)(C)CC(O)(C=O)C(F)(F)F, NC(=O)c1ccc2cccc(N)c2n1. Reaction SMILES: [CH3:36][C:37](=[O:38])[OH:39].[CH3:40][c:41]1[cH:42][cH:43][cH:44][cH:45][cH:46]1.[F:15][c:16]1[cH:17][cH:18][c:19]([O:34][CH3:35])[c:20]([C:22]([CH2:23][C:24]([CH:25]=[O:26])([C:27]([F:28])([F:29])[F:30])[OH:31])([CH3:32])[CH3:33])[cH:21]1.[NH2:1][c:2]1[cH:3][cH:4][cH:5][c:6]2[cH:7][cH:8][c:9]([C:12](=[O:13])[NH2:14])[n:10][c:11]12>>[N:1]([c:2]1[cH:3][cH:4][cH:5][c:6]2[cH:7][cH:8][c:9]([C:12](=[O:13])[NH2:14])[n:10][c:11]12)=[CH:25][C:24]([CH2:23][C:22]([c:20]1[c:19]([O:34][CH3:35])[cH:18][cH:17][c:16]([F:15])[cH:21]1)([CH3:32])[CH3:33])([C:27]([F:28])([F:29])[F:30])[OH:31]. Reactants: C(C)(C)(C)C=1C=C(C=CC1Cl)O (3-tert-butyl-4-chlorophenol), C(=S)(Cl)Cl (thiophosgene), [OH-].[Na+] (sodium hydroxide). Solvent: C(Cl)(Cl)Cl (chloroform). Product: ClC(=S)OC1=CC(=C(C=C1)Cl)C(C)(C)C (O-3-tert-butyl-4-chlorophenyl chlorothioformate). Yield: 72.5%. RXN SMILES: [C:1]([C:5]1[CH:6]=[C:7]([OH:12])[CH:8]=[CH:9][C:10]=1[Cl:11])([CH3:4])([CH3:3])[CH3:2].[C:13](Cl)([Cl:15])=[S:14].[OH-].[Na+]>C(Cl)(Cl)Cl>[Cl:15][C:13]([O:12][C:7]1[CH:8]=[CH:9][C:10]([Cl:11])=[C:5]([C:1]([CH3:4])([CH3:2])[CH3:3])[CH:6]=1)=[S:14] |f:2.3|. Procedure details: Into 50 ml of chloroform were dissolved 9.2 g of 3-tert-butyl-4-chlorophenol and 6.3 g of thiophosgene, and 60 ml of 1N-sodium hydroxide solution were added dropwise thereto with stirring at room temperature. After completion of this dropwise addition, the mixture was subjected to stirring over a period of 3 hours. From the reaction mixture was separated chloroform layer, which was thereafter dried over anhydrous calcium chloride. Then, chloroform was distilled off and the residue was distilled ... The reactants are C(#N)C=1C=C(C=CC1C)C1=C(C=CC=C1)C(F)(F)F (3-cyano-4-methyl-2'-trifluoromethylbiphenyl), BrN1C(CCC1=O)=O (N-bromosuccinimide), CC(C)(C#N)N=NC(C)(C)C#N (AIBN). Run in C(Cl)(Cl)(Cl)Cl (carbon tetrachloride). Product: BrCC1=C(C=C(C=C1)C1=C(C=CC=C1)C(F)(F)F)C#N (4-Bromomethyl-3-cyano-2'-trifluoromethylbiphenyl). RXN SMILES: [C:1]([C:3]1[CH:4]=[C:5]([C:10]2[CH:15]=[CH:14][CH:13]=[CH:12][C:11]=2[C:16]([F:19])([F:18])[F:17])[CH:6]=[CH:7][C:8]=1[CH3:9])#[N:2].[Br:20]N1C(=O)CCC1=O.CC(N=NC(C#N)(C)C)(C#N)C>C(Cl)(Cl)(Cl)Cl>[Br:20][CH2:9][C:8]1[CH:7]=[CH:6][C:5]([C:10]2[CH:15]=[CH:14][CH:13]=[CH:12][C:11]=2[C:16]([F:18])([F:17])[F:19])=[CH:4][C:3]=1[C:1]#[N:2]. Procedure: A mixture of 3-cyano-4-methyl-2'-trifluoromethylbiphenyl (420 mg, 1.61 mmol), N-bromosuccinimide (286 mg, 1.61 mmol), AIBN (10 mg), and carbon tetrachloride (20 mL) was refluxed for 1 hour. The resultant mixture was concentrated, and the residue subjected to column chromatography on silica gel eluting with a mixture of ethyl acetate in hexane (7.5 to 92.5 v/v). Collection and concentration of appropriate fractions provided the title compound. The reactants are P(=O)([O-])([O-])[O-].[K+].[K+].[K+] (potassium phosphate), FC=1C=CC=2C3=C(NC2C1)CCN(C3)C (7-Fluoro-2-methyl-2,3,4,5-tetrahydro-1H-pyrido[4,3-b]indole), BrC=C(C)C1=CC=C(C=C1)F (1-(1-Bromoprop-1-en-2-yl)-4-fluorobenzene). The reagents and catalysts are [Cu]I (Copper (I) iodide). Run in CN(C)C=O (DMF). Conditions: time 10 minute. Yields the product FC=1C=CC=2C3=C(N(C2C1)\C=C(/C)\C1=CC=C(C=C1)F)CCN(C3)C ((E)-7-fluoro-5-(2-(4-fluorophenyl)prop-1-enyl)-2-methyl-2,3,4,5-tetrahydro-1H-pyrido[4,3-b]indole). RXN SMILES: [F:1][C:2]1[CH:3]=[CH:4][C:5]2[C:6]3[CH2:14][N:13]([CH3:15])[CH2:12][CH2:11][C:7]=3[NH:8][C:9]=2[CH:10]=1.P([O-])([O-])([O-])=O.[K+].[K+].[K+].Br[CH:25]=[C:26]([C:28]1[CH:33]=[CH:32][C:31]([F:34])=[CH:30][CH:29]=1)[CH3:27]>CN(C=O)C.[Cu]I>[F:1][C:2]1[CH:3]=[CH:4][C:5]2[C:6]3[CH2:14][N:13]([CH3:15])[CH2:12][CH2:11][C:7]=3[N:8](/[CH:25]=[C:26](/[C:28]3[CH:33]=[CH:32][C:31]([F:34])=[CH:30][CH:29]=3)\[CH3:27])[C:9]=2[CH:10]=1 |f:1.2.3.4|. Procedure details: 7-Fluoro-2-methyl-2,3,4,5-tetrahydro-1H-pyrido[4,3-b]indole (200 mg, 0.98 mmol) was dissolved in DMF (5 mL). Copper (I) iodide (18 mg, 0.09 mmol) L-proline (22 mg, 0.19 mmol) and potassium phosphate (410 mg, 1.96 mmol) were added and the reaction mixture was stirred for 10 min. at RT. 1-(1-Bromoprop-1-en-2-yl)-4-fluorobenzene (250 mg, 1.17 mmol) was added dropwise and the reaction mixture was purged with nitrogen. The reaction mixture was heated overnight at 85° C. (prolonged heating in some cas... Starting materials: COC1=CC=CC(=N1)C1=CC=C(C(=O)O)C=C1 (4-(6-Methoxy-pyridin-2-yl)-benzoic acid), C[C@H]1N(CCC1)C[C@H]1NCCC1 (2-(R)-methyl-1-(2-(S)-pyrrolidinylmethyl)pyrrolidine). The product is COC1=CC=CC(=N1)C1=CC=C(C=C1)C(=O)N1[C@@H](CCC1)CN1[C@@H](CCC1)C ([4-(6-Methoxy-pyridin-2-yl)-phenyl]-[2-(S)-(2-(R)-Methyl-pyrrolidin-1-ylmethyl)-pyrrolidin-1-yl]-methanone). Isolated yield 76.0%. As a reaction SMILES: [CH3:1][O:2][C:3]1[N:8]=[C:7]([C:9]2[CH:17]=[CH:16][C:12]([C:13]([OH:15])=O)=[CH:11][CH:10]=2)[CH:6]=[CH:5][CH:4]=1.[CH3:18][C@@H:19]1[CH2:23][CH2:22][CH2:21][N:20]1[CH2:24][C@@H:25]1[CH2:29][CH2:28][CH2:27][NH:26]1>>[CH3:1][O:2][C:3]1[N:8]=[C:7]([C:9]2[CH:10]=[CH:11][C:12]([C:13]([N:26]3[CH2:27][CH2:28][CH2:29][C@H:25]3[CH2:24][N:20]3[CH2:21][CH2:22][CH2:23][C@H:19]3[CH3:18])=[O:15])=[CH:16][CH:17]=2)[CH:6]=[CH:5][CH:4]=1. Reported procedure: The title compound is prepared in a manner substantially analogous to General Procedure B′ using 4-(6-Methoxy-pyridin-2-yl)-benzoic acid (573 mg, 2.5 mmol) and 2-(R)-methyl-1-(2-(S)-pyrrolidinylmethyl)pyrrolidine (337 mg, 2.0 mmol) to give 580 mg (76% yield). MS (ES+) 380.2 (M+H)+ Starting materials: O=C([O-])[O-], CCOC(C)=N, Cl, [K+], [K+], O, CC(=CC1CCCN1)C1=C(C(=O)O)N2C(=O)C(C(C)O)C2C1. Yields the product CC(=N)N1CCCC1C=C(C)C1=C(C(=O)O)N2C(=O)C(C(C)O)C2C1. RXN SMILES: [C:23](=[O:24])([O-:25])[O-:26].[C:30]([CH3:31])([O:32][CH2:33][CH3:34])=[NH:35].[ClH:29].[K+:27].[K+:28].[OH2:36].[OH:1][CH:2]([CH3:3])[CH:4]1[CH:5]2[CH2:6][C:7]([C:15](=[CH:16][CH:17]3[NH:18][CH2:19][CH2:20][CH2:21]3)[CH3:22])=[C:8]([C:12](=[O:13])[OH:14])[N:9]2[C:10]1=[O:11]>>[OH:1][CH:2]([CH3:3])[CH:4]1[CH:5]2[CH2:6][C:7]([C:15](=[CH:16][CH:17]3[N:18]([C:30]([CH3:31])=[NH:35])[CH2:19][CH2:20][CH2:21]3)[CH3:22])=[C:8]([C:12](=[O:13])[OH:14])[N:9]2[C:10]1=[O:11]. The reactants are 3-buten 1-tosylate, [CH-]1C=CC=C1.[Na+] (sodium cyclopentadienylide), concentrated aqueous saline solution. Run in C1CCOC1 (THF), C1CCOC1 (THF). Reaction conditions: temperature 0 celsius, time 16 hour. Product: C(=CCC)C=1C=CCC1 (3-butenylcyclopentadiene). Isolated yield 69.0%. As a reaction SMILES: [CH-:1]1[CH:5]=[CH:4][CH:3]=[CH:2]1.[Na+]>C1COCC1>[CH:5]([C:1]1[CH:5]=[CH:4][CH2:3][CH:2]=1)=[CH:1][CH2:2][CH3:3] |f:0.1|. Reported procedure: To a solution of 25.0 g (110 mmol) 3-buten-1-tosylate prepared according to step (a) above in 200 ml THF cooled to 0° C. was added 68.9 ml of 2.0M (138 mmol) sodium cyclopentadienylide in THF. The reaction mixture was allowed to warm to room temperature and was stirred for 16 h. 100 ml concentrated aqueous saline solution was added and the product extracted with ether (3×75 ml). The combined organic fractions were dried over magnesium sulphate for 2 hours, filtered and the solvents removed under... Reactants: FC1=CC(=C(COC2=CC(N(C(=C2)C)C=2C=C(C(=O)O)C=CC2C)=O)C=C1)CNC(=O)OC (3-[4-[(4-fluoro-2-{[(methoxycarbonyl)amino]methyl}benzyl)oxy]-6-methyl-2-oxopyridin-1(2H)-yl]-4-methylbenzoic acid), BrC=1C(N(C(=CC1OCC1=C(C=C(C=C1)F)CNC(=O)NC1CC1)C)C=1C=C(C(=O)O)C=CC1C)=O (3-[3-bromo-4-{[2-({[(cyclopropylamino)carbonyl]amino}methyl)-4-fluorobenzyl]oxy}-6-methyl-2-oxopyridin-1(2H)-yl]-4-methylbenzoic acid). Product: C1(CC1)NC(=O)NCC1=C(COC2=CC(N(C(=C2)C)C=2C=C(C(=O)OC)C=CC2C)=O)C=CC(=C1)F (methyl 3-[4-{[2-({[(cyclopropylamino)carbonyl]amino}methyl)-4-fluorobenzyl]oxy}-6-methyl-2-oxopyridin-1(2H)-yl]-4-methylbenzoate). As a reaction SMILES: F[C:2]1C=CC(COC2C=C(C)N(C3C=C(C=CC=3C)C(O)=O)C(=O)C=2)=C(CNC(OC)=O)C=1.Br[C:35]1[C:36](=[O:69])[N:37]([C:59]2[CH:60]=[C:61]([CH:65]=[CH:66][C:67]=2[CH3:68])[C:62]([OH:64])=[O:63])[C:38]([CH3:58])=[CH:39][C:40]=1[O:41][CH2:42][C:43]1[CH:48]=[CH:47][C:46]([F:49])=[CH:45][C:44]=1[CH2:50][NH:51][C:52]([NH:54][CH:55]1[CH2:57][CH2:56]1)=[O:53]>>[CH:55]1([NH:54][C:52]([NH:51][CH2:50][C:44]2[CH:45]=[C:46]([F:49])[CH:47]=[CH:48][C:43]=2[CH2:42][O:41][C:40]2[CH:39]=[C:38]([CH3:58])[N:37]([C:59]3[CH:60]=[C:61]([CH:65]=[CH:66][C:67]=3[CH3:68])[C:62]([O:64][CH3:2])=[O:63])[C:36](=[O:69])[CH:35]=2)=[O:53])[CH2:57][CH2:56]1. Procedure details: Prepared using a procedure similar to that used in the preparation of 3-[4-[(4-fluoro-2-{[(methoxycarbonyl)amino]methyl}benzyl)oxy]-6-methyl-2-oxopyridin-1(2H)-yl]-4-methylbenzoic acid. 1H NMR (CD3OD/400 MHz) δ 8.02 (m, 1H), 7.74 (s, 1H), 7.48 (m, 2H), 7.12 (m, 1H), 7.01 (m, 1H), 6.22 (s, 1H), 6.08 (s, 1H), 5.19 (s, 2H), 4.44 (s, 2H), 2.48 (m, 1H), 2.11 (s, 3H), 1.90 (s, 3H), 0.69 (m, 2H), 0.47 (m, 2H). ES HRMS m/z 480.1921 (M+H calculated for C26H27FN3O5 requires 480.1929). Step 3: Preparation ... The reactants are FC(S(=O)(=O)OC=1C(OC(C1)=O)(C)C)(F)F (2,2-dimethyl-5-oxo-2,5-dihydrofuran-3-yl trifluoromethanesulfonate), COC1=CC=C(C=C1)B(O)O (4-methoxyphenylboronic acid), [F-].[K+] (KF). The reagents and catalysts are [Cl-].C(C1=CC=CC=C1)[N+](CC)(CC)CC (benzyltriethylammonium chloride), Cl[Pd]([P](C1=CC=CC=C1)(C2=CC=CC=C2)C3=CC=CC=C3)([P](C4=CC=CC=C4)(C5=CC=CC=C5)C6=CC=CC=C6)Cl (PdCl2(PPh3)2). Solvent: C1(=CC=CC=C1)C.O (toluene water). Reaction conditions: temperature 50 celsius. Yields the product COC1=CC=C(C=C1)C1=CC(OC1(C)C)=O (4-(4-methoxyphenyl)-5,5-dimethylfuran-2(5H)-one). Reaction SMILES: FC(F)(F)S(O[C:7]1[C:8]([CH3:14])([CH3:13])[O:9][C:10](=[O:12])[CH:11]=1)(=O)=O.[CH3:17][O:18][C:19]1[CH:24]=[CH:23][C:22](B(O)O)=[CH:21][CH:20]=1.[F-].[K+]>[Cl-].C([N+](CC)(CC)CC)C1C=CC=CC=1.Cl[Pd](Cl)([P](C1C=CC=CC=1)(C1C=CC=CC=1)C1C=CC=CC=1)[P](C1C=CC=CC=1)(C1C=CC=CC=1)C1C=CC=CC=1.C1(C)C=CC=CC=1.O>[CH3:17][O:18][C:19]1[CH:24]=[CH:23][C:22]([C:7]2[C:8]([CH3:14])([CH3:13])[O:9][C:10](=[O:12])[CH:11]=2)=[CH:21][CH:20]=1 |f:2.3,4.5,7.8,^1:47,66|. Reported procedure: To a 1:1 mixture of toluene/water (20 mL), were added 2,2-dimethyl-5-oxo-2,5-dihydrofuran-3-yl trifluoromethanesulfonate (100 mg, 0.38 mmol), 4-methoxyphenylboronic acid (87 mg, 0.57 mmol), PdCl2(PPh3)2 (27 mg, 0.038 mmol), 2M KF aqueous solution (0.95 mL, 1.9 mmol), benzyltriethylammonium chloride (8.7 mg, 0.038 mmol). The mixture was heated at 50° C. under N2 for 30 minutes, cooled to room temperature and extracted with EtOAc (2×50 mL). The organic layers were combined, washed with saturated N...